Dataset: the Open Reaction Database (ORD), a public repository of structured organic reaction records. Task: describe an organic reaction: reactants, conditions, products, and yield Starting materials: C1(=C(C=CC=C1)C=1N=NSC1)C (4-o-tolyl-[1,2,3]thiadiazole), BrN1C(CCC1=O)=O (N-bromosuccinimide), N(=NC(C#N)(C)C)C(C#N)(C)C (2,2′-azobisisobutyronitrile). The solvent is C(Cl)(Cl)Cl (chloroform), C(Cl)(Cl)Cl (chloroform). Product: BrCC1=C(C=CC=C1)C=1N=NSC1 (4-(2-bromomethyl-phenyl)-[1,2,3]thiadiazole). As a reaction SMILES: [C:1]1([CH3:12])[CH:6]=[CH:5][CH:4]=[CH:3][C:2]=1[C:7]1[N:8]=[N:9][S:10][CH:11]=1.[Br:13]N1C(=O)CCC1=O.N(C(C)(C)C#N)=NC(C)(C)C#N>C(Cl)(Cl)Cl>[Br:13][CH2:12][C:1]1[CH:6]=[CH:5][CH:4]=[CH:3][C:2]=1[C:7]1[N:8]=[N:9][S:10][CH:11]=1. Reported procedure: A solution of 4-o-tolyl-[1,2,3]thiadiazole (100 mg, 0.57 mmol), N-bromosuccinimide (100 mg, 0.57 mmol) and 2,2′-azobisisobutyronitrile (9.4 mg, 0.057 mmol) in chloroform (10 ml) was heated at reflux temperature for ˜18 h. Additional chloroform was added and the mixture was washed with water, 5% sodium thiosulfate solution and brine. Drying and solvent evaporation gave 4-(2-bromomethyl-phenyl)-[1,2,3]thiadiazole; 1H NMR (CDCl3, 300 MHz) δ8.87 (s, 1H), 7.67-7.39 (m, 4H), 4.71 (s, 2H). cls Step D: ... Reactants: COC=1C=C(C=CC1OC)C1=NNC([C@H]2CCCC[C@@H]12)=O ((cis)-4-(3,4-Dimethoxyphenyl)-4a,5,6,7,8,8a-hexahydro-2H-phthalazin-1-one), COC=1C=C(CCl)C=C(C1)OC (3,5-dimethoxybenzylchloride), C(C1=CC=CC=C1)N1C([C@H]2CCCC[C@H]2C(=N1)C1=CC(=C(C=C1)OC)OC)=O ((cis)-2-Benzyl-4-(3,4-dimethoxyphenyl)-4a,5,6,7,8,8a-hexahydro-2H-phthalazin-1-one). Yields the product COC=1C=C(C=CC1OC)C1=NN(C([C@H]2CCCC[C@@H]12)=O)CC1=CC(=CC(=C1)OC)OC ((cis)-4-(3,4-Dimethoxyphenyl)-2-(3,5-dimethoxybenzyl)-4a,5,6,7,8,8a-hexahydro-2H-phthalazin-1-one). Reaction SMILES: [CH3:1][O:2][C:3]1[CH:4]=[C:5]([C:11]2[C@H:20]3[C@H:15]([CH2:16][CH2:17][CH2:18][CH2:19]3)[C:14](=[O:21])[NH:13][N:12]=2)[CH:6]=[CH:7][C:8]=1[O:9][CH3:10].[CH3:22][O:23][C:24]1[CH:25]=[C:26]([CH:29]=[C:30]([O:32][CH3:33])[CH:31]=1)[CH2:27]Cl.C(N1N=C(C2C=CC(OC)=C(OC)C=2)[C@H]2[C@H](CCCC2)C1=O)C1C=CC=CC=1>>[CH3:1][O:2][C:3]1[CH:4]=[C:5]([C:11]2[C@H:20]3[C@H:15]([CH2:16][CH2:17][CH2:18][CH2:19]3)[C:14](=[O:21])[N:13]([CH2:27][C:26]3[CH:29]=[C:30]([O:32][CH3:33])[CH:31]=[C:24]([O:23][CH3:22])[CH:25]=3)[N:12]=2)[CH:6]=[CH:7][C:8]=1[O:9][CH3:10]. Procedure: Prepared from compound 1 and 3,5-dimethoxybenzylchloride as described for compound 78. Purified by chromatography (dichloromethane). Crystallized from methanol. M.p. 114°-117° C.